From a dataset of the Open Reaction Database (ORD), a public repository of structured organic reaction records. describe an organic reaction: reactants, conditions, products, and yield Starting materials: NCC=1C=C(C=CC1OC)CC(C(=O)OCC)OC(C)C (Ethyl 3-[3-(aminomethyl)-4-methoxyphenyl]-2-isopropoxypropanoate), ClC1=CC(=C(C(=O)O)C=C1)OC (4-chloro-2-methoxybenzoic acid). Product: ClC1=CC(=C(C(=O)NCC=2C=C(C=CC2OC)CC(C(=O)O)OC(C)C)C=C1)OC (3-(3-{[(4-chloro-2-methoxybenzoyl)amino]methyl}-4-methoxyphenyl)-2-isopropoxypropanoic acid). As a reaction SMILES: [NH2:1][CH2:2][C:3]1[CH:4]=[C:5]([CH2:11][CH:12]([O:18][CH:19]([CH3:21])[CH3:20])[C:13]([O:15]CC)=[O:14])[CH:6]=[CH:7][C:8]=1[O:9][CH3:10].[Cl:22][C:23]1[CH:31]=[CH:30][C:26]([C:27](O)=[O:28])=[C:25]([O:32][CH3:33])[CH:24]=1>>[Cl:22][C:23]1[CH:31]=[CH:30][C:26]([C:27]([NH:1][CH2:2][C:3]2[CH:4]=[C:5]([CH2:11][CH:12]([O:18][CH:19]([CH3:20])[CH3:21])[C:13]([OH:15])=[O:14])[CH:6]=[CH:7][C:8]=2[O:9][CH3:10])=[O:28])=[C:25]([O:32][CH3:33])[CH:24]=1. Procedure: Ethyl 3-[3-(aminomethyl)-4-methoxyphenyl]-2-isopropoxypropanoate and 4-chloro-2-methoxybenzoic acid were treated in the same manners as in Example 20d) and then in Example 1d), to give 3-(3-{[(4-chloro-2-methoxybenzoyl)amino]methyl}-4-methoxyphenyl)-2-isopropoxypropanoic acid. The reactants are CC(=O)O[BH-](OC(C)=O)OC(C)=O, C1COCCN1, CC(=O)O, CNC(=O)n1ccc2cc(Oc3ccnc(NC(=O)N4CCC(=O)CC4)c3)ccc21, ClCCl, [Na+]. Yields the product CNC(=O)n1ccc2cc(Oc3ccnc(NC(=O)N4CCC(N5CCOCC5)CC4)c3)ccc21. RXN SMILES: [C:7]([O:8][BH-:9]([O:10][C:11](=[O:12])[CH3:13])[O:14][C:15](=[O:16])[CH3:17])(=[O:18])[CH3:19].[CH2:1]1[CH2:2][O:3][CH2:4][CH2:5][NH:6]1.[CH3:21][C:22](=[O:23])[OH:24].[CH3:25][NH:26][C:27](=[O:28])[n:29]1[cH:30][cH:31][c:32]2[cH:33][c:34]([O:38][c:39]3[cH:40][c:41]([NH:45][C:46](=[O:47])[N:48]4[CH2:49][CH2:50][C:51](=[O:54])[CH2:52][CH2:53]4)[n:42][cH:43][cH:44]3)[cH:35][cH:36][c:37]12.[Cl:55][CH2:56][Cl:57].[Na+:20]>>[CH2:1]1[CH2:2][O:3][CH2:4][CH2:5][N:6]1[CH:51]1[CH2:50][CH2:49][N:48]([C:46]([NH:45][c:41]2[cH:40][c:39]([O:38][c:34]3[cH:33][c:32]4[cH:31][cH:30][n:29]([C:27]([NH:26][CH3:25])=[O:28])[c:37]4[cH:36][cH:35]3)[cH:44][cH:43][n:42]2)=[O:47])[CH2:53][CH2:52]1. Reactants: CC(C)CN, C1CCOC1, [Cl-], O=C(Cl)C(=O)Cl, CN(C)C=O, O=C(O)c1cccc(-c2ccccc2)c1. Product: CC(C)CNC(=O)c1cccc(-c2ccccc2)c1. Reaction SMILES: [CH2:22]([CH:23]([CH3:24])[CH3:25])[NH2:26].[CH2:28]1[O:29][CH2:30][CH2:31][CH2:32]1.[Cl-:27].[Cl:1][C:2]([C:3]([Cl:4])=[O:5])=[O:6].[O:33]=[CH:34][N:35]([CH3:36])[CH3:37].[c:7]1(-[c:13]2[cH:14][c:15]([C:16](=[O:17])[OH:18])[cH:19][cH:20][cH:21]2)[cH:8][cH:9][cH:10][cH:11][cH:12]1>>[c:7]1(-[c:13]2[cH:14][c:15]([C:16](=[O:18])[NH:26][CH2:22][CH:23]([CH3:24])[CH3:25])[cH:19][cH:20][cH:21]2)[cH:8][cH:9][cH:10][cH:11][cH:12]1. Reactants: BrCC(=O)N1C(N(CC1)NC(OC(C)(C)C)=O)=O (N-[3-(Bromoacetyl)-2-oxo-1-imidazolidinyl]carbamic acid, 1,1-dimethylethyl ester), [I-].[Na+] (sodium iodide). Run in CC(=O)C (acetone). Product: ICC(=O)N1C(N(CC1)NC(OC(C)(C)C)=O)=O (N-[3-(iodoacetyl)-2-oxo-1-imidazolidinyl]carbamic acid, 1,1-dimethylethyl ester). RXN SMILES: Br[CH2:2][C:3]([N:5]1[CH2:9][CH2:8][N:7]([NH:10][C:11](=[O:17])[O:12][C:13]([CH3:16])([CH3:15])[CH3:14])[C:6]1=[O:18])=[O:4].[I-:19].[Na+]>CC(C)=O>[I:19][CH2:2][C:3]([N:5]1[CH2:9][CH2:8][N:7]([NH:10][C:11](=[O:17])[O:12][C:13]([CH3:16])([CH3:15])[CH3:14])[C:6]1=[O:18])=[O:4] |f:1.2|. Procedure details: N-[3-(Bromoacetyl)-2-oxo-1-imidazolidinyl]carbamic acid, 1,1-dimethylethyl ester (20.9 g, 65 mmol) was dissolved in acetone (250 ml) containing sodium iodide (10.5 g, 70 mmol). The solution was stirred at reflux for three hours and filtered hot through Celite. The solution was evaporated in vacuo to give the title compound as a light yellow solid, 23.9 g. The reactants are COc1cc(Br)c(C(C)O)cc1OC(C)C, ClCCl. Yields the product COc1cc(Br)c(C(C)=O)cc1OC(C)C. As a reaction SMILES: [Br:1][c:2]1[c:3]([CH:14]([CH3:15])[OH:16])[cH:4][c:5]([O:10][CH:11]([CH3:12])[CH3:13])[c:6]([O:8][CH3:9])[cH:7]1.[Cl:17][CH2:18][Cl:19]>>[Br:1][c:2]1[c:3]([C:14]([CH3:15])=[O:16])[cH:4][c:5]([O:10][CH:11]([CH3:12])[CH3:13])[c:6]([O:8][CH3:9])[cH:7]1. Starting materials: CNCC=C (N-methyl allylamine), NC=1C(=C(C(=C(C(=O)Cl)C1I)I)C(=O)Cl)I (5-Amino-2,4,6-triiodo-isophthaloyl dichloride), crude mixture. Solvent: C1CCOC1 (THF), C1CCOC1 (THF). Conditions: time 8 hour. Product: C(C=C)N(C(=O)C=1C(=C(C(=O)Cl)C(=C(C1I)N)I)I)C (3-(Allyl-methyl-carbamoyl)-5-amino-2,4,6-triiodo-benzoyl chloride). RXN SMILES: [NH2:1][C:2]1[C:3]([I:16])=[C:4]([C:13]([Cl:15])=[O:14])[C:5]([I:12])=[C:6]([C:10]=1[I:11])[C:7](Cl)=[O:8].[CH3:17][NH:18][CH2:19][CH:20]=[CH2:21]>C1COCC1>[CH2:19]([N:18]([CH3:17])[C:7]([C:6]1[C:5]([I:12])=[C:4]([C:3]([I:16])=[C:2]([NH2:1])[C:10]=1[I:11])[C:13]([Cl:15])=[O:14])=[O:8])[CH:20]=[CH2:21]. Procedure: Typically 5-amino-2,4,6,triiodoisophthaloyl dichloride (1) (100 g, 168 mmol) was dissolved in anhydrous THF (500 ml), the N-methyl allylamine (25 ml) was dissolved in 50 ml THF, and added dropwise to the solution over 1 hour. The mixture was heated to 50 deg C. and stirred overnight. The crude mixture was analysed by LCMS and this confirmed that the reaction mixture contained the desired product, ‘bis-acid chloride’ and ‘bis-N-methyl-allylamide’. The reaction was also monitored by TLC (2% MeOH i...